This data is from the Open Reaction Database (ORD), a public repository of structured organic reaction records. The task is: describe an organic reaction: reactants, conditions, products, and yield Reactants: CCOC(=O)C1C(=O)CC(=O)CC1CC(C)SCC, CO, [Na+], [OH-]. Yields the product CCSC(C)CC1CC(=O)CC(=O)C1. Reaction SMILES: [C:1]([O:2][CH2:3][CH3:4])(=[O:5])[CH:6]1[C:7](=[O:19])[CH2:8][C:9](=[O:18])[CH2:10][CH:11]1[CH2:12][CH:13]([CH3:14])[S:15][CH2:16][CH3:17].[CH3:22][OH:23].[Na+:21].[OH-:20]>>[CH2:6]1[C:7](=[O:19])[CH2:8][C:9](=[O:18])[CH2:10][CH:11]1[CH2:12][CH:13]([CH3:14])[S:15][CH2:16][CH3:17]. Starting materials: OCCBr, COc1ccccc1COCCCOc1ccc(C2CCN(C(=O)OC(C)(C)C)CC2OCc2ccc3c(c2)NCCC3)cc1. The product is COc1ccccc1COCCCOc1ccc(C2CCN(C(=O)OC(C)(C)C)CC2OCc2ccc3c(c2)N(CCO)CCC3)cc1. Reaction SMILES: [Br:46][CH2:47][CH2:48][OH:49].[C:1]([CH3:2])([CH3:3])([CH3:4])[O:5][C:6](=[O:7])[N:8]1[CH2:9][CH:10]([O:34][CH2:35][c:36]2[cH:37][cH:38][c:39]3[c:44]([cH:45]2)[NH:43][CH2:42][CH2:41][CH2:40]3)[CH:11]([c:14]2[cH:15][cH:16][c:17]([O:20][CH2:21][CH2:22][CH2:23][O:24][CH2:25][c:26]3[c:27]([O:32][CH3:33])[cH:28][cH:29][cH:30][cH:31]3)[cH:18][cH:19]2)[CH2:12][CH2:13]1>>[C:1]([CH3:2])([CH3:3])([CH3:4])[O:5][C:6](=[O:7])[N:8]1[CH2:9][CH:10]([O:34][CH2:35][c:36]2[cH:37][cH:38][c:39]3[c:44]([cH:45]2)[N:43]([CH2:47][CH2:48][OH:49])[CH2:42][CH2:41][CH2:40]3)[CH:11]([c:14]2[cH:15][cH:16][c:17]([O:20][CH2:21][CH2:22][CH2:23][O:24][CH2:25][c:26]3[c:27]([O:32][CH3:33])[cH:28][cH:29][cH:30][cH:31]3)[cH:18][cH:19]2)[CH2:12][CH2:13]1. Reactants: CCO, CC(=O)Nc1ccc2[nH]cnc2c1Cl, Cl, O. Product: Nc1ccc2[nH]cnc2c1Cl. As a reaction SMILES: [CH3:15][CH2:16][OH:17].[Cl:1][c:2]1[c:3]([NH:11][C:12](=[O:13])[CH3:14])[cH:4][cH:5][c:6]2[nH:7][cH:8][n:9][c:10]12.[ClH:18].[OH2:19]>>[Cl:1][c:2]1[c:3]([NH2:11])[cH:4][cH:5][c:6]2[nH:7][cH:8][n:9][c:10]12. Reactants: Cl (hydrochloric acid), COC(=O)C=1C=CC=C2C(CC(NC12)C1=CC(=CC=C1)N1CCOCC1)(C)C (4,4-dimethyl-2-(3-morpholin-4-yl-phenyl)-1,2,3,4-tetrahydro-quinoline-8-carboxylic acid methyl ester), [OH-].[Na+] (sodium hydroxide). Solvent: CO (methanol), O1CCCC1 (tetrahydrofuran), O (water). Conditions: temperature 70 celsius, time 6 hour. The product is CC1(CC(NC2=C(C=CC=C12)C(=O)O)C1=CC(=CC=C1)N1CCOCC1)C (4,4-dimethyl-2-(3-morpholin-4-yl-phenyl)-1,2,3,4-tetrahydro-quinoline-8-carboxylic acid). Isolated yield 90.1%. Reaction SMILES: C[O:2][C:3]([C:5]1[CH:6]=[CH:7][CH:8]=[C:9]2[C:14]=1[NH:13][CH:12]([C:15]1[CH:20]=[CH:19][CH:18]=[C:17]([N:21]3[CH2:26][CH2:25][O:24][CH2:23][CH2:22]3)[CH:16]=1)[CH2:11][C:10]2([CH3:28])[CH3:27])=[O:4].[OH-].[Na+].Cl>CO.O1CCCC1.O>[CH3:27][C:10]1([CH3:28])[C:9]2[C:14](=[C:5]([C:3]([OH:4])=[O:2])[CH:6]=[CH:7][CH:8]=2)[NH:13][CH:12]([C:15]2[CH:20]=[CH:19][CH:18]=[C:17]([N:21]3[CH2:26][CH2:25][O:24][CH2:23][CH2:22]3)[CH:16]=2)[CH2:11]1 |f:1.2|. Procedure details: To a stirred mixture solution of 4,4-dimethyl-2-(3-morpholin-4-yl-phenyl)-1,2,3,4-tetrahydro-quinoline-8-carboxylic acid methyl ester (380.0 mg, 1.0 mmol) in methanol (10.0 mL) and tetrahydrofuran (10.0 mL) was added 50% sodium hydroxide in water (1.5 mL). The reaction mixture was stirred at 70° C. for 6 h. The mixture was neutralized with a 3 N aqueous hydrochloric acid solution and extracted with ethyl acetate (2×100 mL), washed with water, dried over anhydrous sodium sulfate and then concentr...